describe an organic reaction: reactants, conditions, products, and yield From a dataset of the Open Reaction Database (ORD), a public repository of structured organic reaction records. Starting materials: O=C1Nc2c(cccc2C(F)(F)F)C2CN(Cc3ccccc3)CC12, CO, Cl, [H][H]. Yields the product Cl, O=C1Nc2c(cccc2C(F)(F)F)C2CNCC12. RXN SMILES: [CH2:1]([c:2]1[cH:3][cH:4][cH:5][cH:6][cH:7]1)[N:8]1[CH2:9][CH:10]2[C:11](=[O:25])[NH:12][c:13]3[c:14]([C:21]([F:22])([F:23])[F:24])[cH:15][cH:16][cH:17][c:18]3[CH:19]2[CH2:20]1.[CH3:29][OH:30].[ClH:26].[H:27][H:28]>>[ClH:26].[NH:8]1[CH2:9][CH:10]2[C:11](=[O:25])[NH:12][c:13]3[c:14]([C:21]([F:22])([F:23])[F:24])[cH:15][cH:16][cH:17][c:18]3[CH:19]2[CH2:20]1.